This data is from the Open Reaction Database (ORD), a public repository of structured organic reaction records. The task is: describe an organic reaction: reactants, conditions, products, and yield Starting materials: CCOC(=O)c1cc(Br)cn1CC, Cn1cnc(C#N)c1. Reagents/catalysts: CC(C)(C)c1ccc(-c2ccc(C(C)(C)C)cc2)cc1 (4,4'-di-tert-butylbiphenyl), CC(C)(C)C(=O)[O-].[K+] (KOPiv), Cl[Pd]CC=C.C=CC[Pd]Cl ([Pd(allyl)Cl]2), CN(C)c1ccc(P(C2CCCCC2)C2CCCCC2)cc1 (A-caPhos). Run in CC(=O)N(C)C (DMA), CC(=O)N(C)C (DMA), CC(=O)N(C)C (DMA). Conditions: temperature 120 celsius, time 24 hour. Yields the product CCOC(=O)c1cc(-c2c(C#N)ncn2C)cn1CC. Isolated yield 10.4%. Reactants: C(C)N1CCN(CC1)C1=CC=C(C=N1)C(=O)OCC (ethyl 6-(4-ethyl-1-piperazinyl)pyridine-3-carboxylate), [OH-].[K+] (potassium hydroxide), C(C)(C)O (isopropyl alcohol), O (water). The solvent is CO (methanol), CO (methanol). Product: C(C)N1CCN(CC1)C1=CC=C(C=N1)C(=O)[O-].[K+] (Potassium 6-(4-ethyl-1-piperazinyl)pyridine-3-carboxylate). The yield is 97.5%. Reaction SMILES: [CH2:1]([N:3]1[CH2:8][CH2:7][N:6]([C:9]2[N:14]=[CH:13][C:12]([C:15]([O:17]CC)=[O:16])=[CH:11][CH:10]=2)[CH2:5][CH2:4]1)[CH3:2].[OH-].[K+:21].O.C(O)(C)C>CO>[CH2:1]([N:3]1[CH2:4][CH2:5][N:6]([C:9]2[N:14]=[CH:13][C:12]([C:15]([O-:17])=[O:16])=[CH:11][CH:10]=2)[CH2:7][CH2:8]1)[CH3:2].[K+:21] |f:1.2,6.7|. Procedure: To a solution of 69.81 g of ethyl 6-(4-ethyl-1-piperazinyl)pyridine-3-carboxylate in 280 ml of methanol were added 37 g of potassium hydroxide and a small volume of water and the mixture was heated under reflux for one hour. To the reaction solution were added methanol and isopropyl alcohol, the crystal thus precipitated out was recovered by filtration and then dried under reduced pressure to afford 70.65 g of the title compound as a colorless crystal. Reaction SMILES: [Br:19][c:20]1[n:21][cH:22][c:23]([F:26])[cH:24][cH:25]1.[CH2:1]([CH3:2])[O:3][C:4]([Sn:5]([CH2:6][CH2:7][CH2:8][CH3:9])([CH2:10][CH2:11][CH2:12][CH3:13])[CH2:14][CH2:15][CH2:16][CH3:17])=[CH2:18].[CH3:27][C:28]#[N:29].[Cu:30]([I:31])[I:32]>>[C:1]([CH3:2])(=[O:3])[c:20]1[n:21][cH:22][c:23]([F:26])[cH:24][cH:25]1. The reactants are Fc1ccc(Br)nc1, C=C(OCC)[Sn](CCCC)(CCCC)CCCC, CC#N, I[Cu]I. Yields the product CC(=O)c1ccc(F)cn1. Reactants: C(#N)C(CCCC(C)O)N(C(OC(C)(C)C)=O)C (tert-butyl (1-cyano-5-hydroxyhexyl)methylcarbamate), C(C)(C)(C)O (t-butanol), C(C)(C)(C)O (t-butanol), NO (hydroxylamine). Solvent: CO (methanol). Reaction conditions: temperature 60 celsius. Yields the product N\C(\C(CCCC(C)O)N(C(OC(C)(C)C)=O)C)=N/O (tert-Butyl {1-[(Z)-amino(hydroxyimino)methyl]-5-hydroxyhexyl}methylcarbamate). RXN SMILES: [C:1]([CH:3]([N:10]([CH3:18])[C:11](=[O:17])[O:12][C:13]([CH3:16])([CH3:15])[CH3:14])[CH2:4][CH2:5][CH2:6][CH:7]([OH:9])[CH3:8])#[N:2].C(O)(C)(C)C.[NH2:24][OH:25]>CO>[NH2:2]/[C:1](=[N:24]\[OH:25])/[CH:3]([N:10]([CH3:18])[C:11](=[O:17])[O:12][C:13]([CH3:14])([CH3:16])[CH3:15])[CH2:4][CH2:5][CH2:6][CH:7]([OH:9])[CH3:8]. Procedure: The tert-butyl (1-cyano-5-hydroxyhexyl)methylcarbamate (129 g) which contained an undetermined amount of t-butanol was dissolved in methanol (250 mL) and treated with 50% aqueous hydroxylamine (33 mL). The mixture was then heated to 60° C. for 3 hours. The reaction mixture was then cooled and the solvents removed in vacuo. The residue was azeotropically dried twice with toluene (200 mL each time) and dried in vacuo at 50° C. to give the product as a very thick clear oil which was contaminated by... Reactants: FB(F)F, CC(=O)O, CC(=O)OC(C)=O, CC(=O)Cc1ccccc1, Cc1ccc(S(=O)(=O)O)cc1. The product is CC(=O)C(C(C)=O)c1ccccc1. As a reaction SMILES: [B:5]([F:6])([F:7])[F:8].[C:1]([CH3:2])(=[O:3])[OH:4].[CH3:19][C:20]([O:21][C:22](=[O:23])[CH3:24])=[O:25].[CH3:9][C:10](=[O:11])[CH2:12][c:13]1[cH:14][cH:15][cH:16][cH:17][cH:18]1.[c:26]1([CH3:27])[cH:28][cH:29][c:30]([S:31]([OH:32])(=[O:33])=[O:34])[cH:35][cH:36]1>>[C:1]([CH3:2])(=[O:4])[CH:12]([C:10]([CH3:9])=[O:11])[c:13]1[cH:14][cH:15][cH:16][cH:17][cH:18]1.